From a dataset of the Open Reaction Database (ORD), a public repository of structured organic reaction records. describe an organic reaction: reactants, conditions, products, and yield Reactants: [N+](=O)([O-])C1=CC=C(C=C1)/C(/C(=O)NC=1SC=CN1)=C\C1CCOCC1 ((E)-2-(4-nitrophenyl)-3-(tetrahydropyran-4-yl)-N-thiazol-2-ylacrylamide), O (H2O), [NH4+].[Cl-] (NH4Cl). The reagents and catalysts are [Fe] (Fe). Run in CCO (EtOH), C1CCOC1 (THF). Reaction conditions: time 4.5 hour. Yields the product NC1=CC=C(C=C1)/C(/C(=O)NC=1SC=CN1)=C\C1CCOCC1 ((E)-2-(4-aminophenyl)-3-(tetrahydropyran-4-yl)-N-thiazol-2-ylacrylamide). As a reaction SMILES: [N+:1]([C:4]1[CH:9]=[CH:8][C:7](/[C:10](=[CH:19]\[CH:20]2[CH2:25][CH2:24][O:23][CH2:22][CH2:21]2)/[C:11]([NH:13][C:14]2[S:15][CH:16]=[CH:17][N:18]=2)=[O:12])=[CH:6][CH:5]=1)([O-])=O.O.[NH4+].[Cl-]>CCO.C1COCC1.[Fe]>[NH2:1][C:4]1[CH:9]=[CH:8][C:7](/[C:10](=[CH:19]\[CH:20]2[CH2:25][CH2:24][O:23][CH2:22][CH2:21]2)/[C:11]([NH:13][C:14]2[S:15][CH:16]=[CH:17][N:18]=2)=[O:12])=[CH:6][CH:5]=1 |f:2.3|. Procedure: A stirred suspension of (E)-2-(4-nitrophenyl)-3-(tetrahydropyran-4-yl)-N-thiazol-2-ylacrylamide (EXAMPLE 81, 1.54 g, 4.0 mmol) in EtOH (54 mL) and THF (31 mL) was treated with H2O (13 mL), saturated aqueous NH4Cl (13 mL), and Fe powder (1.49 g, 26.7 mmol). After 4.5 h at 20° C., the reaction mixture was filtered through Celite, washing with CH2Cl2. The combined filtrates were concentrated and the residue was dissolved in CH2Cl2. The CH2Cl2 solution was washed with H2O and dried (MgSO4). Filtrati... Reactants: CCO, Cc1cccc(C)c1CNc1c([N+](=O)[O-])ccn2c(C)c(C)nc12. Yields the product Cc1cccc(C)c1CNc1c(N)ccn2c(C)c(C)nc12. RXN SMILES: [CH2:25]([OH:26])[CH3:27].[CH3:1][c:2]1[n:3][c:4]2[n:5]([cH:6][cH:7][c:8]([N+:20]([O-:21])=[O:22])[c:9]2[NH:10][CH2:11][c:12]2[c:13]([CH3:19])[cH:14][cH:15][cH:16][c:17]2[CH3:18])[c:23]1[CH3:24]>>[CH3:1][c:2]1[n:3][c:4]2[n:5]([cH:6][cH:7][c:8]([NH2:20])[c:9]2[NH:10][CH2:11][c:12]2[c:13]([CH3:19])[cH:14][cH:15][cH:16][c:17]2[CH3:18])[c:23]1[CH3:24].